Task: describe an organic reaction: reactants, conditions, products, and yield. Dataset: the Open Reaction Database (ORD), a public repository of structured organic reaction records Starting materials: CN(C)C=O, CCO, O=C(c1ccc(F)cc1)C1CCN(CCCCl)CC1, Cl, [H-], [Na+], O=C1CN(Cc2ccccn2)CC(=O)N1. Product: Cl, O=C(c1ccc(F)cc1)C1CCN(CCCN2C(=O)CN(Cc3ccccn3)CC2=O)CC1. Reaction SMILES: [CH3:38][N:39]([CH3:40])[CH:41]=[O:42].[CH3:43][CH2:44][OH:45].[Cl:18][CH2:19][CH2:20][CH2:21][N:22]1[CH2:23][CH2:24][CH:25]([C:28]([c:29]2[cH:30][cH:31][c:32]([F:35])[cH:33][cH:34]2)=[O:36])[CH2:26][CH2:27]1.[ClH:37].[H-:16].[Na+:17].[n:1]1[c:2]([CH2:7][N:8]2[CH2:9][C:10](=[O:15])[NH:11][C:12](=[O:14])[CH2:13]2)[cH:3][cH:4][cH:5][cH:6]1>>[ClH:18].[n:1]1[c:2]([CH2:7][N:8]2[CH2:9][C:10](=[O:15])[N:11]([CH2:19][CH2:20][CH2:21][N:22]3[CH2:23][CH2:24][CH:25]([C:28]([c:29]4[cH:30][cH:31][c:32]([F:35])[cH:33][cH:34]4)=[O:36])[CH2:26][CH2:27]3)[C:12](=[O:14])[CH2:13]2)[cH:3][cH:4][cH:5][cH:6]1.